describe an organic reaction: reactants, conditions, products, and yield From a dataset of the Open Reaction Database (ORD), a public repository of structured organic reaction records. Starting materials: C1CCCCC1.C(C)(=O)OCC (cyclohexane ethyl acetate), C(C)OC(C1=CC=C(C=C1)C(CBr)=O)=O (4-(2-bromo-acetyl)-benzoic acid ethyl ester), CC1=NC(C(N1)=O)(C1=CC=CC=C1)C1=CC=CC=C1 (2-methyl-5,5-diphenyl-3,5-dihydro-imidazol-4-one), C([O-])([O-])=O.[K+].[K+] (potassium carbonate). Run in C(C)(=O)OCC (ethyl acetate), CC(=O)C (acetone). Run at temperature 70 celsius. The product is C(C)OC(C1=CC=C(C=C1)C(CN1C(=NC(C1=O)(C1=CC=CC=C1)C1=CC=CC=C1)C)=O)=O (4-[2-(2-methyl-5-oxo-4,4-diphenyl4,5-dihydro-imidazol-1-yl)-acetyl]-benzoic acid ethyl ester). The yield is 48.1%. RXN SMILES: [CH2:1]([O:3][C:4](=[O:15])[C:5]1[CH:10]=[CH:9][C:8]([C:11](=[O:14])[CH2:12]Br)=[CH:7][CH:6]=1)[CH3:2].[CH3:16][C:17]1[NH:21][C:20](=[O:22])[C:19]([C:29]2[CH:34]=[CH:33][CH:32]=[CH:31][CH:30]=2)([C:23]2[CH:28]=[CH:27][CH:26]=[CH:25][CH:24]=2)[N:18]=1.C(=O)([O-])[O-].[K+].[K+].C1CCCCC1.C(OCC)(=O)C>CC(C)=O.C(OCC)(=O)C>[CH2:1]([O:3][C:4](=[O:15])[C:5]1[CH:10]=[CH:9][C:8]([C:11](=[O:14])[CH2:12][N:21]2[C:20](=[O:22])[C:19]([C:29]3[CH:30]=[CH:31][CH:32]=[CH:33][CH:34]=3)([C:23]3[CH:28]=[CH:27][CH:26]=[CH:25][CH:24]=3)[N:18]=[C:17]2[CH3:16])=[CH:7][CH:6]=1)[CH3:2] |f:2.3.4,5.6|. Reported procedure: To a mixture of 4-(2-bromo-acetyl)-benzoic acid ethyl ester (812 mg, 3 mmol) and 2-methyl-5,5-diphenyl-3,5-dihydro-imidazol-4-one (750 mg, 3 mmol) in 12 mL acetone, potassium carbonate (502 mg, 3.6 mmol) is added and the reaction mixture is heated at 70° C. for 5 min in the microwave oven (Biotage Initiator). The mixture is cooled to room temperature, filtered and the filtrate evaporated to yield the crude product which is subjected to flash chromatography. ISCO Companion CombiFlash, 80 g silica... Reactants: CN1CCOCC1, ClCCl, N, CC12CCC3c4ccc(C(=O)O)cc4CCC3C1C(CCCC(=O)N1CCOCC1)CC2=O, Oc1cccc2[nH]nnc12. Yields the product CC12CCC3c4ccc(C(N)=O)cc4CCC3C1C(CCCC(=O)N1CCOCC1)CC2=O. Reaction SMILES: [CH3:35][N:36]1[CH2:37][CH2:38][O:39][CH2:40][CH2:41]1.[Cl:52][CH2:53][Cl:54].[NH3:34].[O:1]1[CH2:2][CH2:3][N:4]([C:7]([CH2:8][CH2:9][CH2:10][CH:11]2[CH2:12][C:13](=[O:32])[C:14]3([CH3:15])[CH:16]2[CH:17]2[CH2:18][CH2:19][c:20]4[cH:21][c:22]([C:29](=[O:30])[OH:31])[cH:23][cH:24][c:25]4[CH:26]2[CH2:27][CH2:28]3)=[O:33])[CH2:5][CH2:6]1.[OH:42][c:43]1[c:44]2[n:45][n:46][nH:47][c:48]2[cH:49][cH:50][cH:51]1>>[O:1]1[CH2:2][CH2:3][N:4]([C:7]([CH2:8][CH2:9][CH2:10][CH:11]2[CH2:12][C:13](=[O:32])[C:14]3([CH3:15])[CH:16]2[CH:17]2[CH2:18][CH2:19][c:20]4[cH:21][c:22]([C:29](=[O:30])[NH2:36])[cH:23][cH:24][c:25]4[CH:26]2[CH2:27][CH2:28]3)=[O:33])[CH2:5][CH2:6]1. Starting materials: Cl (HCl), BrC=1C=C(C(=O)OC)C=C(C1)S(=O)(=O)C (methyl 3-bromo-5-(methylsulfonyl)benzoate), [OH-].[Li+] (lithium hydroxide), O1CCCC1 (tetrahydrofuran). Solvent: O (water), O (Water). Reaction conditions: time 3 hour. Product: BrC=1C=C(C(=O)O)C=C(C1)S(=O)(=O)C (3-Bromo-5-(methylsulfonyl)benzoic acid). As a reaction SMILES: [Br:1][C:2]1[CH:3]=[C:4]([CH:9]=[C:10]([S:12]([CH3:15])(=[O:14])=[O:13])[CH:11]=1)[C:5]([O:7]C)=[O:6].[OH-].[Li+].O1CCCC1.Cl>O>[Br:1][C:2]1[CH:3]=[C:4]([CH:9]=[C:10]([S:12]([CH3:15])(=[O:14])=[O:13])[CH:11]=1)[C:5]([OH:7])=[O:6] |f:1.2|. Procedure: A mixture of methyl 3-bromo-5-(methylsulfonyl)benzoate (0.65 g, 2.2 mmol), lithium hydroxide (0.26 g, 11 mmol), tetrahydrofuran (25 mL) and water (5 mL) was stirred at room temperature for 3 h. Water (50 mL) was added and the mixture was acidified with 1N aq. HCl to pH 2-3 and extracted with EtOAc (100 mL). The organic layer was separated, washed with brine, dried (Na2SO4), and concentrated to yield a white solid. LC-MS: 278.6 [M−1]−; 1H NMR (400 MHz, CDCl3): 8.59 (m, 1H), 8.50 (m, 1H), 8.33 (m,... The reactants are ClC(Cl)(Cl)Cl, ClCCl, CC(O)c1cccc(F)c1, BrP(Br)Br. The product is CC(Br)c1cccc(F)c1. Reaction SMILES: [C:15]([Cl:16])([Cl:17])([Cl:18])[Cl:19].[Cl:20][CH2:21][Cl:22].[F:1][c:2]1[cH:3][c:4]([CH:8]([CH3:9])[OH:10])[cH:5][cH:6][cH:7]1.[P:11]([Br:12])([Br:13])[Br:14]>>[F:1][c:2]1[cH:3][c:4]([CH:8]([CH3:9])[Br:12])[cH:5][cH:6][cH:7]1. The reactants are O=C(O)c1ccccc1NS(=O)(=O)c1cccc2nsnc12, CC(NC(=O)c1ccc(C(F)(F)F)cc1NS(=O)(=O)c1cccc2nsnc12)c1ccc(F)cc1F. Product: CC(NC(=O)c1ccccc1NS(=O)(=O)c1cccc2nsnc12)c1ccc(F)cc1F. As a reaction SMILES: [n:1]1[s:2][n:3][c:4]2[c:5]([S:6]([NH:7][c:8]3[cH:9][cH:10][cH:11][cH:12][c:13]3[C:14]([OH:15])=[O:16])(=[O:17])=[O:18])[cH:19][cH:20][cH:21][c:22]12.[n:23]1[c:24]2[c:25]([n:26][s:27]1)[c:28]([S:32](=[O:33])(=[O:34])[NH:35][c:36]1[c:37]([C:38](=[O:39])[NH:40][CH:41]([CH3:42])[c:43]3[c:44]([F:50])[cH:45][c:46]([F:49])[cH:47][cH:48]3)[cH:51][cH:52][c:53]([C:55]([F:56])([F:57])[F:58])[cH:54]1)[cH:29][cH:30][cH:31]2>>[n:23]1[c:24]2[c:25]([n:26][s:27]1)[c:28]([S:32](=[O:33])(=[O:34])[NH:35][c:36]1[c:37]([C:38](=[O:39])[NH:40][CH:41]([CH3:42])[c:43]3[c:44]([F:50])[cH:45][c:46]([F:49])[cH:47][cH:48]3)[cH:51][cH:52][cH:53][cH:54]1)[cH:29][cH:30][cH:31]2. The reactants are CC(C)([O-])C.[K+] (potassium tert-butoxide), crude products, C(C)(C)(C)OC(N[C@@H]([C@H](O)C1=C(C=CC(=C1)F)F)C=1C=NC=C(C1)Br)=O (tert-butyl((1R,2R)-1-(5-bromopyridin-3-yl)-2-(2,5-difluorophenyl)-2-hydroxyethyl)carbamate), C(C)(C)(C)OC(N[C@@H]([C@H](O)C=1C=NC=C(C1)Br)C1=C(C=CC(=C1)F)F)=O (tert-butyl((1R,2R)-2-(5-bromopyridin-3-yl)-1-(2,5-difluorophenyl)-2-hydroxyethyl)carbamate), C(C)(=O)OCC (ethyl acetate). Solvent: O1CCCC1 (tetrahydrofuran), O1CCCC1 (tetrahydrofuran), O (water). Run at temperature -7 celsius, time 30 minute. Product: BrC=1C=C(C=NC1)[C@H]1NC(O[C@@H]1C1=C(C=CC(=C1)F)F)=O ((4R,5R)-4-(5-Bromopyridin-3-yl)-5-(2,5-difluorophenyl)oxazolidin-2-one). Yield: 42.0%. As a reaction SMILES: C([O:5][C:6](=[O:26])[NH:7][C@H:8]([C:19]1[CH:20]=[N:21][CH:22]=[C:23]([Br:25])[CH:24]=1)[C@@H:9]([C:11]1[CH:16]=[C:15]([F:17])[CH:14]=[CH:13][C:12]=1[F:18])O)(C)(C)C.C(OC(=O)N[C@H](C1C=C(F)C=CC=1F)[C@@H](C1C=NC=C(Br)C=1)O)(C)(C)C.CC(C)([O-])C.[K+].C(OCC)(=O)C>O1CCCC1.O>[Br:25][C:23]1[CH:24]=[C:19]([C@@H:8]2[C@@H:9]([C:11]3[CH:16]=[C:15]([F:17])[CH:14]=[CH:13][C:12]=3[F:18])[O:26][C:6](=[O:5])[NH:7]2)[CH:20]=[N:21][CH:22]=1 |f:2.3|. Procedure details: A mixture of tert-butyl((1R,2R)-1-(5-bromopyridin-3-yl)-2-(2,5-difluorophenyl)-2-hydroxyethyl)carbamate and tert-butyl((1R,2R)-2-(5-bromopyridin-3-yl)-1-(2,5-difluorophenyl)-2-hydroxyethyl)carbamate (about 6:1 ratio) (101 g, 236 mmol) in tetrahydrofuran (590 mL) was cooled to −7° C. with a methanol/ice bath. To this mixture was added a solution of 1 M potassium tert-butoxide in tetrahydrofuran (590 mL, 590 mmol) via an addition funnel while maintaining the internal temperature <3° C. The reactio...